Dataset: the Open Reaction Database (ORD), a public repository of structured organic reaction records. Task: describe an organic reaction: reactants, conditions, products, and yield Starting materials: OC=1C=CC(=NC1)C(=O)NC=1C=CC2=C(C1)[C@@]1([C@H](S(C(C(=N1)N(C(OC(C)(C)C)=O)C(=O)OC(C)(C)C)(C)C)(=O)=O)CCO2)C (tert-butyl N-[(4aR,11bR)-10-[(5-hydroxypyridine-2-carbonyl)amino]-3,3,11b-trimethyl-4,4-dioxo-5,6-dihydro-4aH-[1]benzoxepino[4,5-b][1,4]thiazin-2-yl]-N-tert-butoxycarbonyl-carbamate), C([O-])([O-])=O.[Cs+].[Cs+] (cesium carbonate), C(=O)(O)[O-].[Na+] (NaHCO3), BrCC#N (2-bromoacetonitrile), C(=O)(C(F)(F)F)O (TFA). The solvent is CN(C)C=O (DMF), CCOC(=O)C (EtOAc), O (Water), CCOC(=O)C (EtOAc). Reaction conditions: time 3 hour. Product: NC1=N[C@]2([C@H](S(C1(C)C)(=O)=O)CCOC1=C2C=C(C=C1)NC(C1=NC=C(C=C1)OCC#N)=O)C (N-((4aR,11bR)-2-amino-3,3,11b-trimethyl-4,4-dioxido-4a,5,6,11b-tetrahydro-3H-benzo[6,7]oxepino[4,5-b][1,4]thiazin-10-yl)-5-(cyanomethoxy)picolinamide). RXN SMILES: [OH:1][C:2]1[CH:3]=[CH:4][C:5]([C:8]([NH:10][C:11]2[CH:12]=[CH:13][C:14]3[O:44][CH2:43][CH2:42][C@H:18]4[S:19](=[O:41])(=[O:40])[C:20]([CH3:39])([CH3:38])[C:21]([N:23](C(OC(C)(C)C)=O)C(=O)OC(C)(C)C)=[N:22][C@:17]4([CH3:45])[C:15]=3[CH:16]=2)=[O:9])=[N:6][CH:7]=1.C(=O)([O-])[O-].[Cs+].[Cs+].Br[CH2:53][C:54]#[N:55].C(O)(C(F)(F)F)=O.C([O-])(O)=O.[Na+]>CCOC(C)=O.O.CN(C=O)C>[NH2:23][C:21]1[C:20]([CH3:39])([CH3:38])[S:19](=[O:40])(=[O:41])[C@@H:18]2[CH2:42][CH2:43][O:44][C:14]3[CH:13]=[CH:12][C:11]([NH:10][C:8](=[O:9])[C:5]4[CH:4]=[CH:3][C:2]([O:1][CH2:53][C:54]#[N:55])=[CH:7][N:6]=4)=[CH:16][C:15]=3[C@@:17]2([CH3:45])[N:22]=1 |f:1.2.3,6.7|. Procedure details: A vial was charged with tert-butyl N-[(4aR,11bR)-10-[(5-hydroxypyridine-2-carbonyl)amino]-3,3,11b-trimethyl-4,4-dioxo-5,6-dihydro-4aH-[1]benzoxepino[4,5-b][1,4]thiazin-2-yl]-N-tert-butoxycarbonyl-carbamate (150 mg, 0.233 mmol), cesium carbonate (152 mg, 0.465 mmol) and DMF (1163 μl). To this slurry was added 2-bromoacetonitrile (19.81 μl, 0.244 mmol), and the reaction was stirred at RT for 3 h. Water and EtOAc were added and the layers were separated. The organic portion was dried, filtered and ... Reactants: C[C@]12[C@H](OB(O1)[C@H](CC)NC(=O)[C@@H]1C[C@@](C=3N1C(C(=CN3)N(CC3=CC(=CC=C3)C(F)(F)F)C(=O)OCC3=CC=CC=C3)=O)(C)CC(=O)OCC3=CC=CC=C3)C[C@H]3C([C@@H]2C3)(C)C (Benzyl ((6S,8S)-6-[({(1R)-1-[(3aS,4S,6S,7aR)-hexahydro-3a,5,5-trimethyl-4,6-methano-1,3,2-benzodioxaborol-2-yl]propyl}amino)carbonyl]-3-{[(benzyloxy)carbonyl][3-(trifluoromethyl)benzyl]amino}-8-methyl-4-oxo-4,6,7,8-tetrahydropyrrolo[1,2-a]pyrimidin-8-yl)acetate). Reagents/catalysts: [Pd] (Pd-C). Run in CO (MeOH). Conditions: time 45 minute. The product is C[C@]12[C@H](OB(O1)[C@H](CC)NC(=O)[C@@H]1C[C@@](C=3N1C(C(=CN3)NCC3=CC(=CC=C3)C(F)(F)F)=O)(C)CC(=O)O)C[C@H]3C([C@@H]2C3)(C)C (((6S,8S)-6-[({(1R)-1-[(3aS,4S,6S,7aR)-hexahydro-3a,5,5-trimethyl-4,6-methano-1,3,2-benzodioxaborol-2-yl]propyl}amino)carbonyl]-8-methyl-4-oxo-3-{[3-(trifluoromethyl)benzyl]amino}-4,6,7,8-tetrahydropyrrolo[1,2-a]pyrimidin-8-yl)acetic acid). The yield is 99.9%. Reaction SMILES: [CH3:1][C@:2]12[C@H:60]3[CH2:61][C@H:58]([C:59]3([CH3:63])[CH3:62])[CH2:57][C@H:3]1[O:4][B:5]([C@@H:7]([NH:10][C:11]([C@H:13]1[N:17]3[C:18](=[O:44])[C:19]([N:22](C(OCC4C=CC=CC=4)=O)[CH2:23][C:24]4[CH:29]=[CH:28][CH:27]=[C:26]([C:30]([F:33])([F:32])[F:31])[CH:25]=4)=[CH:20][N:21]=[C:16]3[C@@:15]([CH2:46][C:47]([O:49]CC3C=CC=CC=3)=[O:48])([CH3:45])[CH2:14]1)=[O:12])[CH2:8][CH3:9])[O:6]2>CO.[Pd]>[CH3:1][C@:2]12[C@H:60]3[CH2:61][C@H:58]([C:59]3([CH3:62])[CH3:63])[CH2:57][C@H:3]1[O:4][B:5]([C@@H:7]([NH:10][C:11]([C@H:13]1[N:17]3[C:18](=[O:44])[C:19]([NH:22][CH2:23][C:24]4[CH:29]=[CH:28][CH:27]=[C:26]([C:30]([F:32])([F:31])[F:33])[CH:25]=4)=[CH:20][N:21]=[C:16]3[C@@:15]([CH2:46][C:47]([OH:49])=[O:48])([CH3:45])[CH2:14]1)=[O:12])[CH2:8][CH3:9])[O:6]2. Reported procedure: To a solution of 117f (293 mg, 0.337 mmol) in 5 mL MeOH, was added 29 mg 10% Pd-C. The mixture was evacuated and flushed with H2 (3×), then was stirred under an atmosphere of H2 for 45 min. The mixture was filtered and concentrated in vacuo to afford 217 mg (100%) of 117g as a colorless glass. MS(ESI) 645.4 (M+H+) Product: FC1=C(C=CC=C1)C=CC(=O)N[C@@H](C)C1=CC(=CC=C1)N1N=CC=C1 ((S)-3-(2-Fluoro-phenyl)-N-[1-(3-pyrazol-1-yl-phenyl)-ethyl]-acrylamide). Starting materials: FC1=C(C=CC(=O)O)C=CC=C1 (2-fluorocinnamic acid), N1(N=CC=C1)C=1C=C(C=CC1)[C@H](C)N ((S)-1-(3-pyrazol-1-yl-phenyl)-ethylamine). Procedure details: The title compound was prepared from 2-fluorocinnamic acid and (S)-1-(3-pyrazol-1-yl-phenyl)-ethylamine following the general procedures as described for Example 1. As a reaction SMILES: [F:1][C:2]1[CH:12]=[CH:11][CH:10]=[CH:9][C:3]=1[CH:4]=[CH:5][C:6]([OH:8])=O.[N:13]1([C:18]2[CH:19]=[C:20]([C@@H:24]([NH2:26])[CH3:25])[CH:21]=[CH:22][CH:23]=2)[CH:17]=[CH:16][CH:15]=[N:14]1>>[F:1][C:2]1[CH:12]=[CH:11][CH:10]=[CH:9][C:3]=1[CH:4]=[CH:5][C:6]([NH:26][C@H:24]([C:20]1[CH:21]=[CH:22][CH:23]=[C:18]([N:13]2[CH:17]=[CH:16][CH:15]=[N:14]2)[CH:19]=1)[CH3:25])=[O:8]. Conditions: time 2.5 hour. Product: N1(CCOCC1)CCOC=1C=C(C(=O)O)C=CC1 (3-{[2-(4-morpholinyl)ethyl]oxy}benzoic acid). RXN SMILES: [N:1]1([CH2:7][CH2:8][O:9][C:10]2[CH:11]=[C:12]([CH:18]=[CH:19][CH:20]=2)[C:13]([O:15]CC)=[O:14])[CH2:6][CH2:5][O:4][CH2:3][CH2:2]1.Cl>>[N:1]1([CH2:7][CH2:8][O:9][C:10]2[CH:11]=[C:12]([CH:18]=[CH:19][CH:20]=2)[C:13]([OH:15])=[O:14])[CH2:6][CH2:5][O:4][CH2:3][CH2:2]1. Procedure: To the material of ethyl 3-{[2-(4-morpholinyl)ethyl]oxy}benzoate D47 (98 mg) was added HCl (0.5 mL, 16.46 mmol) at room temperature. The reaction was stirred at 100° for 2.5 hours. The mixture was concentrated in vacuo. To the residue was added 2 ml of ether and stirred for 0.5 hours, filtered. The filtrate was evaporated in vacuo to give the expected product D51 in 90 mg, as a white solid. LCMS Retention time=0.84 mins, [M+H]+ 252 (5 min run) The reactants are N1(CCOCC1)CCOC=1C=C(C(=O)OCC)C=CC1 (ethyl 3-{[2-(4-morpholinyl)ethyl]oxy}benzoate), Cl (HCl). Reactants: C(C)OC(C(=CC=CC(=CCO)C)C)OCC (1,1-diethoxy-2,6-dimethyl-2,4,6-octatrien-8-ol), manganous oxide. Solvent: CCOCC (ether), petroleum ether. Product: C(C)OC(C(=CC=CC(=CC=O)C)C)OCC (1,1-diethoxy-2,6-dimethyl-2,4,6-octatrien-8-al). As a reaction SMILES: [CH2:1]([O:3][CH:4]([O:15][CH2:16][CH3:17])[C:5]([CH3:14])=[CH:6][CH:7]=[CH:8][C:9]([CH3:13])=[CH:10][CH2:11][OH:12])[CH3:2]>CCOCC>[CH2:16]([O:15][CH:4]([O:3][CH2:1][CH3:2])[C:5]([CH3:14])=[CH:6][CH:7]=[CH:8][C:9]([CH3:13])=[CH:10][CH:11]=[O:12])[CH3:17]. Procedure: 31.1 g. of 1,1-diethoxy-2,6-dimethyl-2,4,6-octatrien-8-ol are dissolved in a mixture of 800 ml. of petroleum ether (boiling range 40°-45° C.) and 200 ml. of ether, and after the addition of 150 g. of manganous oxide, shaken for 16 hours at room temperature. The mixture is then filtered, washed with ether, and after evaporation of the filtrate, 22 g. of 1,1-diethoxy-2,6-dimethyl-2,4,6-octatrien-8-al is obtained, which can be used for the Wittig reaction without further purification. The aldehyde ... Starting materials: O=C([O-])O, CNCC(=O)O, O=C(Cl)OCc1ccccc1, [Na+], O. The product is CN(CC(=O)O)C(=O)OCc1ccccc1. As a reaction SMILES: [C:7](=[O:8])([OH:9])[O-:10].[CH3:1][NH:2][CH2:3][C:4](=[O:5])[OH:6].[Cl:12][C:13](=[O:14])[O:15][CH2:16][c:17]1[cH:18][cH:19][cH:20][cH:21][cH:22]1.[Na+:11].[OH2:23]>>[CH3:1][N:2]([CH2:3][C:4](=[O:5])[OH:6])[C:13](=[O:14])[O:15][CH2:16][c:17]1[cH:18][cH:19][cH:20][cH:21][cH:22]1.